The task is: describe an organic reaction: reactants, conditions, products, and yield. This data is from the Open Reaction Database (ORD), a public repository of structured organic reaction records. Starting materials: FC1=CC=C(C=C1)N1C=C(C(C2=CC(=C(C(=C12)F)F)F)=O)C(=O)O (1-(4-fluorophenyl)-6,7,8-trifluoro-1,4- dihydro-4-oxoquinoline-3-carboxylic acid), Cl.COC(=O)C=1C=C2CNCC2=CC1 (5-methoxycarbonylisoindoline hydrochloride), C1CCC2=NCCCN2CC1 (DBU). Run in CN(C)C=O (DMF). Product: COC(=O)C=1C=C2CN(CC2=CC1)C1=C(C=C2C(C(=CN(C2=C1F)C1=CC=C(C=C1)F)C(=O)O)=O)F (7-(5-methoxycarbonyl-2-isoindolinyl)-1-(4-fluorophenyl)-6,8- difluoro-1,4-dihydro-4-oxoquinoline-3-carboxylic acid). Yield: 9.6%. As a reaction SMILES: [F:1][C:2]1[CH:7]=[CH:6][C:5]([N:8]2[C:17]3[C:12](=[CH:13][C:14]([F:20])=[C:15](F)[C:16]=3[F:18])[C:11](=[O:21])[C:10]([C:22]([OH:24])=[O:23])=[CH:9]2)=[CH:4][CH:3]=1.Cl.[CH3:26][O:27][C:28]([C:30]1[CH:31]=[C:32]2[C:36](=[CH:37][CH:38]=1)[CH2:35][NH:34][CH2:33]2)=[O:29].C1CCN2C(=NCCC2)CC1>CN(C=O)C>[CH3:26][O:27][C:28]([C:30]1[CH:31]=[C:32]2[C:36](=[CH:37][CH:38]=1)[CH2:35][N:34]([C:15]1[C:16]([F:18])=[C:17]3[C:12]([C:11](=[O:21])[C:10]([C:22]([OH:24])=[O:23])=[CH:9][N:8]3[C:5]3[CH:6]=[CH:7][C:2]([F:1])=[CH:3][CH:4]=3)=[CH:13][C:14]=1[F:20])[CH2:33]2)=[O:29] |f:1.2|. Procedure details: 170 mg of 1-(4-fluorophenyl)-6,7,8-trifluoro-1,4- dihydro-4-oxoquinoline-3-carboxylic acid, 109 mg of 5-methoxycarbonylisoindoline hydrochloride, 228 mg of DBU, and 1.5 ml of anhydrous DMF were processed in the same manner as in Example 20 to produce 24 mg of the target compound. Starting materials: CS(=O)(=O)OCCC1=C(C=C(C2=CC=CC=C12)OCC1=CC=CC=C1)NC(=O)C=1NC2=C(C(=C(C=C2C1)OC)OC)OC (2-[4-benzyloxy-2-(5,6,7-trimethoxyindole-2-carboxamido)naphthalen-1-yl]ethyl methanesulfonate), [Li+].[Cl-] (LiCl), CCOC(=O)C (AcOEt). The solvent is CN(C)C=O (DMF). Conditions: time 3 day. Product: C(C1=CC=CC=C1)OC1=CC(=C(C2=CC=CC=C12)CCCl)NC(=O)C=1NC2=C(C(=C(C=C2C1)OC)OC)OC (2-[4-benzyloxy-2-(5,6,7-trimethoxyindole-2-carboxamido)naphthalen-1-yl]ethyl chloride). Yield: 80.9%. RXN SMILES: CS(O[CH2:6][CH2:7][C:8]1[C:17]2[C:12](=[CH:13][CH:14]=[CH:15][CH:16]=2)[C:11]([O:18][CH2:19][C:20]2[CH:25]=[CH:24][CH:23]=[CH:22][CH:21]=2)=[CH:10][C:9]=1[NH:26][C:27]([C:29]1[NH:30][C:31]2[C:36]([CH:37]=1)=[CH:35][C:34]([O:38][CH3:39])=[C:33]([O:40][CH3:41])[C:32]=2[O:42][CH3:43])=[O:28])(=O)=O.[Li+].[Cl-:45].CCOC(C)=O>CN(C=O)C>[CH2:19]([O:18][C:11]1[C:12]2[C:17](=[CH:16][CH:15]=[CH:14][CH:13]=2)[C:8]([CH2:7][CH2:6][Cl:45])=[C:9]([NH:26][C:27]([C:29]2[NH:30][C:31]3[C:36]([CH:37]=2)=[CH:35][C:34]([O:38][CH3:39])=[C:33]([O:40][CH3:41])[C:32]=3[O:42][CH3:43])=[O:28])[CH:10]=1)[C:20]1[CH:21]=[CH:22][CH:23]=[CH:24][CH:25]=1 |f:1.2|. Procedure: To a solution of 2-[4-benzyloxy-2-(5,6,7-trimethoxyindole-2-carboxamido)naphthalen-1-yl]ethyl methanesulfonate (0.11 g, 0.17 mmol) in dry DMF (2 mL) was added LiCl (0.29 g, 6.94 mmol) at room temperature under N2 atmosphere and stirred for 3 days. The reaction mixture was diluted AcOEt (100 mL) and washed with H2O (20 mL) and saturated aqueous NaCl (10 mL), and then dried (Na2SO4) and concentrated under reduced pressure. The residue was purified by silica-gel column (AcOEt:Petroleum ether=1:4) t... Reactants: Fc1ccc(-c2cc(C(F)(F)F)nc(-c3cccc(Br)c3)n2)cc1, CC(C)(C)NS(=O)(=O)c1ccc(B2OC(C)(C)C(C)(C)O2)s1. Product: CC(C)(C)NS(=O)(=O)c1ccc(-c2cccc(-c3nc(-c4ccc(F)cc4)cc(C(F)(F)F)n3)c2)s1. Reaction SMILES: [Br:1][c:2]1[cH:3][c:4](-[c:8]2[n:9][c:10]([C:21]([F:22])([F:23])[F:24])[cH:11][c:12](-[c:14]3[cH:15][cH:16][c:17]([F:20])[cH:18][cH:19]3)[n:13]2)[cH:5][cH:6][cH:7]1.[C:25]([CH3:26])([CH3:27])([CH3:28])[NH:29][S:30](=[O:31])(=[O:32])[c:33]1[s:34][c:35]([B:38]2[O:39][C:40]([CH3:41])([CH3:42])[C:43]([CH3:44])([CH3:45])[O:46]2)[cH:36][cH:37]1>>[c:2]1(-[c:35]2[s:34][c:33]([S:30]([NH:29][C:25]([CH3:26])([CH3:27])[CH3:28])(=[O:31])=[O:32])[cH:37][cH:36]2)[cH:3][c:4](-[c:8]2[n:9][c:10]([C:21]([F:22])([F:23])[F:24])[cH:11][c:12](-[c:14]3[cH:15][cH:16][c:17]([F:20])[cH:18][cH:19]3)[n:13]2)[cH:5][cH:6][cH:7]1. Reactants: COc1cc(Br)cn2nccc12, CC#N, CCOC(C)=O, O=C1CCC(=O)N1I. The product is COc1cc(Br)cn2ncc(I)c12. Reaction SMILES: [Br:1][c:2]1[cH:3][c:4]([O:11][CH3:12])[c:5]2[n:6]([cH:7]1)[n:8][cH:9][cH:10]2.[CH3:21][C:22]#[N:23].[CH3:24][CH2:25][O:26][C:27](=[O:28])[CH3:29].[I:13][N:14]1[C:15](=[O:16])[CH2:17][CH2:18][C:19]1=[O:20]>>[Br:1][c:2]1[cH:3][c:4]([O:11][CH3:12])[c:5]2[n:6]([cH:7]1)[n:8][cH:9][c:10]2[I:13]. Reactants: [Na] (sodium), C(C)C1(OC[C@@H](O1)CCI)CC ((S)-2,2-diethyl-4-(2-iodoethyl)-1,3-dioxolane), C(CC(=O)OCC)(=O)OCC (diethyl malonate), CCOCC (ether), resultant solution. The solvent is C(C)O (ethanol), O (water). Yields the product OC[C@@H]1CCCC(=O)O1 ((S)-5-hydroxymethyl-valerolactone). Yield: 25.5%. RXN SMILES: [Na].C([C:4]1([CH2:12][CH3:13])[O:8][C@@H:7]([CH2:9]CI)[CH2:6][O:5]1)C.C(OCC)(=O)CC(OCC)=[O:17].CCOCC>C(O)C.O>[OH:5][CH2:6][C@H:7]1[O:8][C:4](=[O:17])[CH2:12][CH2:13][CH2:9]1 |^1:0|. Procedure details: To a solution of 0.55 g of sodium in 20 ml of absolute ethanol were added 6 g of (S)-2,2-diethyl-4-(2-iodoethyl)-1,3-dioxolane synthesized in Example 1 and 3.7 g of diethyl malonate, and the mixture was refluxed for 2 hr. Then, 50 ml of an ether and 50 ml of water were successively added to the resultant solution, and the ether phase was collected. The resultant ether solution was washed with a saturated saline solution, dried over magnesium sulfate, the solvent was removed from the dried ether ... The yield is 85.0%. The product is COC=1C=CC(=CC1)C2=COC=3C=C(C=CC3C2=O)O (formononetin). RXN SMILES: CO[CH:3]([O:7][CH3:8])N(C)C.O[C:10]1[CH:15]=[C:14]([OH:16])[CH:13]=C[C:11]=1[C:17]([CH2:19][C:20]1[CH:25]=[CH:24][C:23]([O:26][CH3:27])=[CH:22][CH:21]=1)=[O:18]>C1C=CC=CC=1>[CH3:27][O:26][C:23]1[CH:24]=[CH:25][C:20]([C:19]2[C:17](=[O:18])[C:11]3[CH:10]=[CH:15][C:14]([OH:16])=[CH:13][C:3]=3[O:7][CH:8]=2)=[CH:21][CH:22]=1. Reported procedure: Another known approach used for the synthesis of formononetin is the general method involving the addition of one carbon to 2-hydroxydeoxybenzoins and their cyclization to form isoflavones. The method introduced by Andrew Pelter (Pelter, Andrew, et al., Synthesis, 5:326 (1976)) involves the reaction of 2-hydroxydeoxybenzoins with N,N-dimethylformamide dimethylacetal (dimethoxydimethyl aminomethane) (two equivalents) in dry benzene. Refluxing a mixture of 2,4-dihydroxy-4'-methoxydeoxybenzoin with... Reactants: 2-hydroxydeoxybenzoins, COC(N(C)C)OC (N,N-dimethylformamide dimethylacetal), OC1=C(C=CC(=C1)O)C(=O)CC1=CC=C(C=C1)OC (2,4-dihydroxy-4'-methoxydeoxybenzoin), COC(N(C)C)OC (N,N-dimethylformamide dimethyl acetal). Solvent: C1=CC=CC=C1 (benzene), C1=CC=CC=C1 (benzene).